This data is from the Open Reaction Database (ORD), a public repository of structured organic reaction records. The task is: describe an organic reaction: reactants, conditions, products, and yield Reactants: C(C)B(CC)CC (triethylborane), [BH4-].[Na+] (sodium borohydride), Mercuric trifluoroacetate, C1(CCCCC1)N1N(C(=C(C1=O)NC(=O)C1=NOC(=C1C)[C@@H]([C@H](C)O)OCC(=C)C)C)C (N-(2-cyclohexyl-1,5-dimethyl-3-oxo-2,3-dihydro-1H-pyrazol-4-yl)-5-((1R,2S)-2-hydroxy-1-((2-methylallyl)oxy)propyl)-4-methylisoxazole-3-carboxamide), Mercuric oxide, C(Cl)Cl (DCM), Si-Thiol. Solvent: C1CCOC1 (THF). Conditions: time 1 hour. Product: C1(CCCCC1)N1N(C(=C(C1=O)NC(=O)C1=NOC(=C1C)[C@@H]1OCC(O[C@H]1C)(C)C)C)C (N-(2-Cyclohexyl-1,5-dimethyl-3-oxo-2,3-dihydro-1H-pyrazol-4-yl)-4-methyl-5-((2R,3S)-3,5,5-trimethyl-1,4-dioxan-2-yl)isoxazole-3-carboxamide). Reaction SMILES: [CH:1]1([N:7]2[C:11](=[O:12])[C:10]([NH:13][C:14]([C:16]3[C:20]([CH3:21])=[C:19]([C@H:22]([O:26][CH2:27][C:28]([CH3:30])=[CH2:29])[C@@H:23]([OH:25])[CH3:24])[O:18][N:17]=3)=[O:15])=[C:9]([CH3:31])[N:8]2[CH3:32])[CH2:6][CH2:5][CH2:4][CH2:3][CH2:2]1.C(B(CC)CC)C.[BH4-].[Na+].C(Cl)Cl>C1COCC1>[CH:1]1([N:7]2[C:11](=[O:12])[C:10]([NH:13][C:14]([C:16]3[C:20]([CH3:21])=[C:19]([C@H:22]4[C@H:23]([CH3:24])[O:25][C:28]([CH3:30])([CH3:29])[CH2:27][O:26]4)[O:18][N:17]=3)=[O:15])=[C:9]([CH3:31])[N:8]2[CH3:32])[CH2:6][CH2:5][CH2:4][CH2:3][CH2:2]1 |f:2.3|. Reported procedure: Mercuric trifluoroacetate (3.92 g, 9.19 mmol) was added portionwise to N-(2-cyclohexyl-1,5-dimethyl-3-oxo-2,3-dihydro-1H-pyrazol-4-yl)-5-((1R,2S)-2-hydroxy-1-((2-methylallyl)oxy)propyl)-4-methylisoxazole-3-carboxamide (3.59 g, 8.03 mmol) in THF (160 mL) at room temperature. Mercuric oxide red (1.99 g, 9.19 mmol) was added and the resulting reaction mixture was stirred at room temperature. After 1 h the reaction was cooled to −78° C. and triethylborane (16.84 ml, 16.84 mmol) was added dropwise fo... The reactants are NC(C(=O)N(CC(OCC)OCC)CC1=CC=CC2=C1N=CS2)CC2=CC=C(C=C2)OC(C)(C)C (2-Amino-N-benzothiazol-4-ylmethyl-3-(4-tert-butoxy-phenyl)-N-(2,2-diethoxy-ethyl)-propionamide), C(C1=CC=CC=C1)NC(N[C@@H](CC(=O)O)CC=C)=O ((3R)-3-(3-Benzyl-ureido)-hex-5-enoic acid), CCN=C=NCCCN(C)C (EDCI), C=1C=CC2=C(C1)N=NN2O (HOBt), CCN(C(C)C)C(C)C (DIEA). Solvent: CCOC(=O)C (EtOAc), C(Cl)Cl (CH2Cl2), C(Cl)Cl (CH2Cl2). Conditions: time 40 minute. Product: S1C=NC2=C1C=CC=C2CN(C(=O)C(CC2=CC=C(C=C2)OC(C)(C)C)NC(CC(CC=C)NC(=O)NCC2=CC=CC=C2)=O)CC(OCC)OCC (3-(3-Benzyl-ureido)-hex-5-enoic acid [1-[benzothiazol-4-ylmethyl-(2,2-diethoxy-ethyl)-carbamoyl]-2-(4-tert-butoxy-phenyl)-ethyl]-amide). As a reaction SMILES: [NH2:1][CH:2]([CH2:24][C:25]1[CH:30]=[CH:29][C:28]([O:31][C:32]([CH3:35])([CH3:34])[CH3:33])=[CH:27][CH:26]=1)[C:3]([N:5]([CH2:14][C:15]1[C:20]2[N:21]=[CH:22][S:23][C:19]=2[CH:18]=[CH:17][CH:16]=1)[CH2:6][CH:7]([O:11][CH2:12][CH3:13])[O:8][CH2:9][CH3:10])=[O:4].[CH2:36]([NH:43][C:44](=[O:54])[NH:45][C@H:46]([CH2:51][CH:52]=[CH2:53])[CH2:47][C:48](O)=[O:49])[C:37]1[CH:42]=[CH:41][CH:40]=[CH:39][CH:38]=1.CCN=C=NCCCN(C)C.C1C=CC2N(O)N=NC=2C=1.CCN(C(C)C)C(C)C>C(Cl)Cl.CCOC(C)=O>[S:23]1[C:19]2[CH:18]=[CH:17][CH:16]=[C:15]([CH2:14][N:5]([CH2:6][CH:7]([O:11][CH2:12][CH3:13])[O:8][CH2:9][CH3:10])[C:3]([CH:2]([NH:1][C:48](=[O:49])[CH2:47][CH:46]([NH:45][C:44]([NH:43][CH2:36][C:37]3[CH:42]=[CH:41][CH:40]=[CH:39][CH:38]=3)=[O:54])[CH2:51][CH:52]=[CH2:53])[CH2:24][C:25]3[CH:26]=[CH:27][C:28]([O:31][C:32]([CH3:33])([CH3:35])[CH3:34])=[CH:29][CH:30]=3)=[O:4])[C:20]=2[N:21]=[CH:22]1. Procedure details: To a solution of 2-Amino-N-benzothiazol-4-ylmethyl-3-(4-tert-butoxy-phenyl)-N-(2,2-diethoxy-ethyl)-propionamide in CH2Cl2 (50 mL) was added a solution of (3R)-3-(3-Benzyl-ureido)-hex-5-enoic acid (1.6 g, 6.1 mmol), EDCI (1.17 g, 1.2 eq), HOBt (0.93 g, 1.2 eq), DIEA (2.13 mL, 12.2 mL) in CH2Cl2 (100 mL) stirred for 40 min. The reaction mixture was stirred at room temperature for 14 h, and then diluted with EtOAc, washed with water and brine. The organic layer was dried with Na2SO4 and concentrate... Reactants: CC(C)(C)OC(=O)NCCOS(C)(=O)=O, O=C([O-])[O-], [Cs+], [Cs+], Oc1ccc(F)cc1, CN(C)C=O, O. The product is CC(C)(C)OC(=O)NCCOc1ccc(F)cc1. RXN SMILES: [C:15]([CH3:16])([CH3:17])([CH3:18])[O:19][C:20](=[O:21])[NH:22][CH2:23][CH2:24][O:25][S:26]([CH3:27])(=[O:28])=[O:29].[C:9](=[O:10])([O-:11])[O-:12].[Cs+:13].[Cs+:14].[F:1][c:2]1[cH:3][cH:4][c:5]([OH:8])[cH:6][cH:7]1.[O:31]=[CH:32][N:33]([CH3:34])[CH3:35].[OH2:30]>>[F:1][c:2]1[cH:3][cH:4][c:5]([O:8][CH2:24][CH2:23][NH:22][C:20]([O:19][C:15]([CH3:16])([CH3:17])[CH3:18])=[O:21])[cH:6][cH:7]1. The reactants are C(CC)NC(C=C)=O (N-n-propylacrylamide), C(=C)N1C(CCC1)=O (vinylpyrrolidone). Yields the product C(C)N(C(C=C)=O)CC (N,N-diethylacrylamide). As a reaction SMILES: [CH2:1]([NH:4][C:5](=[O:8])[CH:6]=[CH2:7])[CH2:2]C.[CH:9](N1CCCC1=O)=[CH2:10]>>[CH2:1]([N:4]([CH2:9][CH3:10])[C:5](=[O:8])[CH:6]=[CH2:7])[CH3:2]. Procedure: N-n-propylacrylamide (NnPAM) and vinylpyrrolidone were purchased from a commercial vendor and used as received. Anhydrous methanol was degassed by vigorously bubbling dry nitrogen through it. Starting materials: C(C)OC(=O)C1=NNC(=C1)C1=CC=C(C=C1)C(F)(F)F (5-(4-trifluoromethyl-phenyl)-1H-pyrazole-3-carboxylic acid ethyl ester), CI (methyl iodide), [OH-].[K+] (potassium hydroxide). The product is C(C)OC(=O)C=1N(N=C(C1)C1=CC=C(C=C1)C(F)(F)F)C (2-methyl-5-(4-trifluoromethyl-phenyl)-2H-pyrazole-3-carboxylic acid ethyl ester), C(C)OC(=O)C1=NN(C(=C1)C1=CC=C(C=C1)C(F)(F)F)C (1-methyl-5-(4-trifluoromethyl-phenyl)-1H-pyrazole-3-carboxylic acid ethyl ester). Reaction SMILES: [CH2:1]([O:3][C:4]([C:6]1[CH:10]=[C:9]([C:11]2[CH:16]=[CH:15][C:14]([C:17]([F:20])([F:19])[F:18])=[CH:13][CH:12]=2)[NH:8][N:7]=1)=[O:5])[CH3:2].[CH3:21]I.[OH-].[K+]>>[CH2:1]([O:3][C:4]([C:6]1[N:7]([CH3:21])[N:8]=[C:9]([C:11]2[CH:16]=[CH:15][C:14]([C:17]([F:19])([F:20])[F:18])=[CH:13][CH:12]=2)[CH:10]=1)=[O:5])[CH3:2].[CH2:1]([O:3][C:4]([C:6]1[CH:10]=[C:9]([C:11]2[CH:16]=[CH:15][C:14]([C:17]([F:19])([F:20])[F:18])=[CH:13][CH:12]=2)[N:8]([CH3:21])[N:7]=1)=[O:5])[CH3:2] |f:2.3|. Reported procedure: In analogy to the procedure described for example 2 a], 5-(4-trifluoromethyl-phenyl)-1H-pyrazole-3-carboxylic acid ethyl ester (PCT Int. Appl. (2003), WO 2004000785 A2) was reacted with methyl iodide in the presence of potassium hydroxide to give 2-methyl-5-(4-trifluoromethyl-phenyl)-2H-pyrazole-3-carboxylic acid ethyl ester and 1-methyl-5-(4-trifluoromethyl-phenyl)-1H-pyrazole-3-carboxylic acid ethyl ester, both as colorless crystals.